Dataset: the Open Reaction Database (ORD), a public repository of structured organic reaction records. Task: describe an organic reaction: reactants, conditions, products, and yield Reactants: CCCCCN, Cc1nc(N)nc(Cl)c1Cc1ccccc1, C1COCCO1. Yields the product CCCCCNc1nc(N)nc(C)c1Cc1ccccc1. RXN SMILES: [CH2:17]([CH2:18][CH2:19][CH2:20][CH3:21])[NH2:22].[CH2:1]([c:2]1[cH:3][cH:4][cH:5][cH:6][cH:7]1)[c:8]1[c:9]([Cl:16])[n:10][c:11]([NH2:15])[n:12][c:13]1[CH3:14].[O:23]1[CH2:24][CH2:25][O:26][CH2:27][CH2:28]1>>[CH2:1]([c:2]1[cH:3][cH:4][cH:5][cH:6][cH:7]1)[c:8]1[c:9]([NH:22][CH2:17][CH2:18][CH2:19][CH2:20][CH3:21])[n:10][c:11]([NH2:15])[n:12][c:13]1[CH3:14]. Reactants: NC1=C(C(=O)NCCCSC2=CC=NC=C2)C=CC=C1 (4-[3-(2-aminobenzoylamino)propylthio]pyridine), C(=O)(N1C=NC=C1)N1C=NC=C1 (1,1'carbonyldiimidazole). The solvent is O1CCCC1 (tetrahydrofuran). Run at time 16 hour. The product is N1=CC=C(C=C1)SCCCN1C(NC2=CC=CC=C2C1=O)=O (3-[3-(4-pyridylthio)propyl]-quinazoline-2,4(1H,3H)-dione). Isolated yield 65.6%. As a reaction SMILES: [NH2:1][C:2]1[CH:20]=[CH:19][CH:18]=[CH:17][C:3]=1[C:4]([NH:6][CH2:7][CH2:8][CH2:9][S:10][C:11]1[CH:16]=[CH:15][N:14]=[CH:13][CH:12]=1)=[O:5].[C:21](N1C=CN=C1)(N1C=CN=C1)=[O:22]>O1CCCC1>[N:14]1[CH:15]=[CH:16][C:11]([S:10][CH2:9][CH2:8][CH2:7][N:6]2[C:4](=[O:5])[C:3]3[C:2](=[CH:20][CH:19]=[CH:18][CH:17]=3)[NH:1][C:21]2=[O:22])=[CH:12][CH:13]=1. Procedure: Under nitrogen atmosphere, to a solution of 718 mg (2.5 mmol) of 4-[3-(2-aminobenzoylamino)propylthio]pyridine in 15 ml of tetrahydrofuran. 811 mg (5.0 mmol) of 1,1'carbonyldiimidazole was added, and the mixture was stirred at room temperature for 16 hours. The solvent was distilled off and the residue was dissolved in chloroform. The solution was washed with water and dried. The solvent was distilled off and the residue was recrystallized from ethanol/chloroform/ether to give 514 mg of the desi... Product: COc1ccc(N2CCOCC2)cc1NC(=S)NC(=O)c1ccccc1. Starting materials: O=C(N=C=S)c1ccccc1, COc1ccc(N2CCOCC2)cc1N, CC(C)=O. RXN SMILES: [C:16]([c:17]1[cH:18][cH:19][cH:20][cH:21][cH:22]1)(=[O:23])[N:24]=[C:25]=[S:26].[CH3:1][O:2][c:3]1[c:4]([NH2:15])[cH:5][c:6]([N:9]2[CH2:10][CH2:11][O:12][CH2:13][CH2:14]2)[cH:7][cH:8]1.[CH3:27][C:28](=[O:29])[CH3:30]>>[CH3:1][O:2][c:3]1[c:4]([NH:15][C:25]([NH:24][C:16]([c:17]2[cH:18][cH:19][cH:20][cH:21][cH:22]2)=[O:23])=[S:26])[cH:5][c:6]([N:9]2[CH2:10][CH2:11][O:12][CH2:13][CH2:14]2)[cH:7][cH:8]1.